Dataset: the Open Reaction Database (ORD), a public repository of structured organic reaction records. Task: describe an organic reaction: reactants, conditions, products, and yield Starting materials: CCOc1cc(CC)cc(C(O)C#N)c1F, CCc1cc(C=O)c(F)c(OC)c1. Yields the product CCc1cc(OC)c(F)c(C(O)C#N)c1. As a reaction SMILES: [CH2:14]([CH3:15])[O:16][c:17]1[c:18]([F:29])[c:19]([CH:25]([C:26]#[N:27])[OH:28])[cH:20][c:21]([CH2:23][CH3:24])[cH:22]1.[CH2:1]([c:2]1[cH:3][c:4]([O:5][CH3:6])[c:7]([F:8])[c:9]([CH:11]=[O:12])[cH:10]1)[CH3:13]>>[CH3:14][O:16][c:17]1[c:18]([F:29])[c:19]([CH:25]([C:26]#[N:27])[OH:28])[cH:20][c:21]([CH2:23][CH3:24])[cH:22]1. The product is Cl.C(C)OC(C(C(C)=O)NC1CC1)=O (2-Cyclopropylamino-3-oxo-butyric acid ethyl ester hydrochloride salt). Solvent: O1CCOCC1 (dioxane). As a reaction SMILES: [CH2:1]([O:3][C:4](=[O:20])[CH:5]([N:9](C(OC(C)(C)C)=O)[CH:10]1[CH2:12][CH2:11]1)[C:6](=[O:8])[CH3:7])[CH3:2].[ClH:21].C(OCC)C>O1CCOCC1>[ClH:21].[CH2:1]([O:3][C:4](=[O:20])[CH:5]([NH:9][CH:10]1[CH2:11][CH2:12]1)[C:6](=[O:8])[CH3:7])[CH3:2] |f:4.5|. Starting materials: C(C)OC(C(C(C)=O)N(C1CC1)C(=O)OC(C)(C)C)=O (2-(tert-butoxycarbonyl-cyclopropyl-amino)-3-oxo-butyric acid ethyl ester), Cl (hydrochloric acid), C(C)OCC (Diethyl ether). Run at time 2 hour. The yield is 70.0%. Procedure: To 6.4 g (23 mmol) of 2-(tert-butoxycarbonyl-cyclopropyl-amino)-3-oxo-butyric acid ethyl ester was added 10 ml of 4M hydrochloric acid in dioxane and the mixture stirred for 2 h. Diethyl ether was then added and 3.5 g (70%) of product was isolated by filtration. MS: 186.0 (MH+). Reactants: BrB(Br)Br, COc1cc(Cl)c(-c2ccc(C(F)(F)F)n(C)c2=O)cc1[N+](=O)[O-], ClCCl, ClCCl, O. Yields the product Cn1c(C(F)(F)F)ccc(-c2cc([N+](=O)[O-])c(O)cc2Cl)c1=O. As a reaction SMILES: [B:28]([Br:29])([Br:30])[Br:31].[Cl:1][c:2]1[c:3](-[c:13]2[c:14](=[O:24])[n:15]([CH3:23])[c:16]([C:19]([F:20])([F:21])[F:22])[cH:17][cH:18]2)[cH:4][c:5]([N+:10](=[O:11])[O-:12])[c:6]([O:8][CH3:9])[cH:7]1.[Cl:25][CH2:26][Cl:27].[Cl:33][CH2:34][Cl:35].[OH2:32]>>[Cl:1][c:2]1[c:3](-[c:13]2[c:14](=[O:24])[n:15]([CH3:23])[c:16]([C:19]([F:20])([F:21])[F:22])[cH:17][cH:18]2)[cH:4][c:5]([N+:10](=[O:11])[O-:12])[c:6]([OH:8])[cH:7]1. The reactants are P(=O)(Cl)(Cl)Cl (Phosphorus oxychloride), C(C)(C)NC1=NC=C(C(=N1)O)CC(=O)OCC (ethyl 2-isopropylamino-4-hydroxypyrimidine-5-acetate). Product: C(C)(C)NC1=NC=C(C(=N1)Cl)CC(=O)OCC (ethyl 2-isopropylamino-4-chloropyrimidine-5-acetate). The yield is 73.9%. Reaction SMILES: P(Cl)(Cl)([Cl:3])=O.[CH:6]([NH:9][C:10]1[N:15]=[C:14](O)[C:13]([CH2:17][C:18]([O:20][CH2:21][CH3:22])=[O:19])=[CH:12][N:11]=1)([CH3:8])[CH3:7]>>[CH:6]([NH:9][C:10]1[N:15]=[C:14]([Cl:3])[C:13]([CH2:17][C:18]([O:20][CH2:21][CH3:22])=[O:19])=[CH:12][N:11]=1)([CH3:8])[CH3:7]. Procedure details: Phosphorus oxychloride (26.2 g) was added to 2.26 g (9.45 mmoles) of ethyl 2-isopropylamino-4-hydroxypyrimidine-5-acetate, and the mixture was heated under reflux for 3 hours. The reaction mixture was concentrated under reduced pressure, and chloroform and ice water were added. It was then neutralized with sodium hydrogen carbonate. The chloroform layer was separated, and the solvent was evaporated. The residue was purified by silica gel column chromatography to give 1.80 g (yield 74%; melting p... The product is FC1=CC=C(C=C1)N1C=C(C(C2=CC(=C(C=C12)N1CC(CC1)N=CC1=CC=C(C=C1)C)F)=O)C(=O)O (1-p-fluorophenyl-6-fluoro-1,4-dihydro-4-oxo-7-(3-(4-methylbenzylidene)amino-1-pyrrolidinyl)-quinoline-3-carboxylic acid). Reactants: C(C1=CC=CC=C1)=O (benzaldehyde), O1C(=CC=C1)C=O (2-furaldehyde), FC1=CC=C(C=C1)N1C=C(C(C2=CC(=C(C=C12)N1CC(CC1)N)F)=O)C(=O)O (1-p-fluorophenyl-6-fluoro-1,4-dihydro-4-oxo-7-(3-amino-1-pyrrolidinyl)-quinoline-3-carboxylic acid). RXN SMILES: [CH:1](=O)[C:2]1[CH:7]=[CH:6][CH:5]=[CH:4][CH:3]=1.O1C=CC=[C:10]1C=O.[F:16][C:17]1[CH:22]=[CH:21][C:20]([N:23]2[C:32]3[C:27](=[CH:28][C:29]([F:39])=[C:30]([N:33]4[CH2:37][CH2:36][CH:35]([NH2:38])[CH2:34]4)[CH:31]=3)[C:26](=[O:40])[C:25]([C:41]([OH:43])=[O:42])=[CH:24]2)=[CH:19][CH:18]=1>>[F:16][C:17]1[CH:22]=[CH:21][C:20]([N:23]2[C:32]3[C:27](=[CH:28][C:29]([F:39])=[C:30]([N:33]4[CH2:37][CH2:36][CH:35]([N:38]=[CH:1][C:2]5[CH:7]=[CH:6][C:5]([CH3:10])=[CH:4][CH:3]=5)[CH2:34]4)[CH:31]=3)[C:26](=[O:40])[C:25]([C:41]([OH:43])=[O:42])=[CH:24]2)=[CH:19][CH:18]=1. Procedure details: In the described fashion of Example 1 replacing benzaldehyde with 2-furaldehyde and using the acid (1) (R=o,p-difluorophenyl) described in Example 7 one can obtain 1-o,p-difluorophenyl-6-fluoro-1,4-dihydro-4-oxo-7-(3-(2-furylidene)amino-1-pyrrolidinyl)-quinoline-3-carboxylic acid (3) (R=o,p-difluorophenyl, Z=2-furan). Reactants: O (water), NC1=C(C=C(C=C1)C(F)(F)F)Br (4-Amino-3-bromobenzotrifluoride), [H-].[Na+] (sodium hydride), ClCC=1CN(CC1)C(=O)OC(C)(C)C (tert-butyl 3-(chloromethyl)-2,5-dihydro-1H-pyrrole-1-carboxylate). Solvent: CN(C=O)C (N,N-dimethylformamide), CN(C=O)C (N,N-dimethylformamide). Run at time 2 hour. The product is BrC1=C(C=CC(=C1)C(F)(F)F)NCC=1CN(CC1)C(=O)OC(C)(C)C (tert-butyl 3-(((2-bromo-4-(trifluoromethyl)phenyl)amino)methyl)-2,5-dihydro-1H-pyrrole-1-carboxylate). Isolated yield 36.5%. As a reaction SMILES: [NH2:1][C:2]1[CH:7]=[CH:6][C:5]([C:8]([F:11])([F:10])[F:9])=[CH:4][C:3]=1[Br:12].[H-].[Na+].Cl[CH2:16][C:17]1[CH2:18][N:19]([C:22]([O:24][C:25]([CH3:28])([CH3:27])[CH3:26])=[O:23])[CH2:20][CH:21]=1.O>CN(C)C=O>[Br:12][C:3]1[CH:4]=[C:5]([C:8]([F:9])([F:10])[F:11])[CH:6]=[CH:7][C:2]=1[NH:1][CH2:16][C:17]1[CH2:18][N:19]([C:22]([O:24][C:25]([CH3:28])([CH3:27])[CH3:26])=[O:23])[CH2:20][CH:21]=1 |f:1.2|. Procedure details: 4-Amino-3-bromobenzotrifluoride (15.0 g, 62.5 mmol) was dissolved in N,N-dimethylformamide (400 mL). Thereafter, sodium hydride (5.0 g, 126 mmol) was added to the above obtained solution under cooling on ice, and the thus obtained mixture was then stirred at room temperature for 2 hours. Thereafter, an N,N-dimethylformamide (30 mL) solution of the tert-butyl 3-(chloromethyl)-2,5-dihydro-1H-pyrrole-1-carboxylate (9.20 g, 42.0 mmol) synthesized by a method described in the known methods (European ... Starting materials: BrC=1C=NC=CC1 (3-Bromopyridine), IC1=C(C=CC=C1)Br (iodobromobenzene), C(CCC)[Li] (n-butyl lithium), solution. Solvent: C1CCOC1 (THF). Yields the product N1=CC(=CC=C1)C1=CC=C(C=C1)Br (4-(Pyridin-3-yl)bromobenzene). Isolated yield 47.0%. Reaction SMILES: Br[C:2]1[CH:3]=[N:4][CH:5]=[CH:6][CH:7]=1.C([Li])CCC.I[C:14]1[CH:19]=[CH:18][CH:17]=[CH:16][C:15]=1[Br:20]>C1COCC1>[N:4]1[CH:5]=[CH:6][CH:7]=[C:2]([C:18]2[CH:17]=[CH:16][C:15]([Br:20])=[CH:14][CH:19]=2)[CH:3]=1. Procedure details: 3-Bromopyridine (6 g, 38 mmol) is treated as described in EXAMPLE 53, Part A with n-butyl lithium (28.5 mL of a 1.6 M solution in THF, 45.6 mmol) and iodobromobenzene (8.96 g, 31.7 mmol). The crude product is purified by chromatography (30% EtOAc/hexanes) to obtain the title compound (3.5 g, 14.9 mmol). Starting materials: ClC1=CC=C(C=C1C1=CC(=CC=C1)C=O)CNC(=O)C1=CC(=CC=C1)C(=O)NCC=1C(=C2C(=NC1CC)N(N=C2)CC)NC2CCOCC2 (N-[(6-Chloro-3′-formyl-3-biphenylyl)methyl]-N′-{[1,6-diethyl-4-(tetrahydro-2H-pyran-4-ylamino)-1H-pyrazolo[3,4-b]pyridin-5-yl]methyl}-1,3-benzenedicarboxamide), C(C)(=O)O[BH-](OC(C)=O)OC(C)=O.[Na+] (Sodium triacetoxyborohydride), N1(CCNCC1)C(=O)OC(C)(C)C (1,1-dimethylethyl 1-piperazinecarboxylate), C(C)(=O)O[BH-](OC(C)=O)OC(C)=O.[Na+] (sodium triacetoxyborohydride), N1(CCNCC1)C(=O)OC(C)(C)C (1,1-dimethylethyl 1-piperazinecarboxylate), C(C)(=O)O (acetic acid), C(=O)(C(F)(F)F)O (TFA). Run in ClCCCl (1,2-dichloroethane), C(Cl)Cl (CH2Cl2). Yields the product ClC1=CC=C(C=C1C1=CC(=CC=C1)CN1CCNCC1)CNC(=O)C1=CC(=CC=C1)C(=O)NCC=1C(=C2C(=NC1CC)N(N=C2)CC)NC2CCOCC2 (N-{[6-Chloro-3′-(1-piperazinylmethyl)-3-biphenylyl]methyl}-N′-{[1,6-diethyl-4-(tetrahydro-2H-pyran-4-ylamino)-1H-pyrazolo[3,4-b]pyridin-5-yl]methyl}-1,3-benzenedicarboxamide). Reaction SMILES: [Cl:1][C:2]1[C:7]([C:8]2[CH:13]=[CH:12][CH:11]=[C:10]([CH:14]=O)[CH:9]=2)=[CH:6][C:5]([CH2:16][NH:17][C:18]([C:20]2[CH:25]=[CH:24][CH:23]=[C:22]([C:26]([NH:28][CH2:29][C:30]3[C:31]([NH:43][CH:44]4[CH2:49][CH2:48][O:47][CH2:46][CH2:45]4)=[C:32]4[CH:40]=[N:39][N:38]([CH2:41][CH3:42])[C:33]4=[N:34][C:35]=3[CH2:36][CH3:37])=[O:27])[CH:21]=2)=[O:19])=[CH:4][CH:3]=1.[N:50]1(C(OC(C)(C)C)=O)[CH2:55][CH2:54][NH:53][CH2:52][CH2:51]1.C(O)(=O)C.C(O[BH-](OC(=O)C)OC(=O)C)(=O)C.[Na+].C(O)(C(F)(F)F)=O>ClCCCl.C(Cl)Cl>[Cl:1][C:2]1[C:7]([C:8]2[CH:13]=[CH:12][CH:11]=[C:10]([CH2:14][N:50]3[CH2:55][CH2:54][NH:53][CH2:52][CH2:51]3)[CH:9]=2)=[CH:6][C:5]([CH2:16][NH:17][C:18]([C:20]2[CH:25]=[CH:24][CH:23]=[C:22]([C:26]([NH:28][CH2:29][C:30]3[C:31]([NH:43][CH:44]4[CH2:49][CH2:48][O:47][CH2:46][CH2:45]4)=[C:32]4[CH:40]=[N:39][N:38]([CH2:41][CH3:42])[C:33]4=[N:34][C:35]=3[CH2:36][CH3:37])=[O:27])[CH:21]=2)=[O:19])=[CH:4][CH:3]=1 |f:3.4|. Procedure details: N-[(6-Chloro-3′-formyl-3-biphenylyl)methyl]-N′-{[1,6-diethyl-4-(tetrahydro-2H-pyran-4-ylamino)-1H-pyrazolo[3,4-b]pyridin-5-yl]methyl}-1,3-benzenedicarboxamide (0.034 g, 0.05 mmol), 1,1-dimethylethyl 1-piperazinecarboxylate (0.0112 g, 0.06 mmol), and acetic acid (0.0036 g, 0.06 mmol) were combined in 1,2-dichloroethane (2 mL), and the mixture stirred for thirty min. Sodium triacetoxyborohydride (0.0148 g, 0.07 mmol) was added and the mixture stirred overnight at room temperature. Some starting ma... Reactants: CN(S(=O)(=O)C1=NN=C(S1)N=C=O)C (5-(N,N-Dimethylaminosulfonyl)-1,3,4-thiadiazol-2-yl isocyanate), CC(CNC)(C1OCCC(O1)C)C (N-[2,2-dimethyl-2-(4-methyl-1,3-dioxan-2-yl)ethyl]methylamine). The solvent is C(C)(=O)OCC (ethyl acetate). The product is CN(S(=O)(=O)C1=NN=C(S1)NC(=O)N(C)CC(C1OCCC(O1)C)(C)C)C (N-[5-(N,N-dimethylaminosulfonyl)-1,3,4-thiadiazol-2-yl]-N'-[2,2-dimethyl-2-(4 -methyl-1,3-dioxan-2-yl)ethyl]-N'-methylurea), N-[5-(N,N-dimethylaminosulfonyl)-1,3,4-thiadiazol-2-yl]-N-[2,2-dimethyl-2-(4-methyl-1,3-dioxan-2-yl)ethyl]-N-methylurea. As a reaction SMILES: [CH3:1][N:2]([CH3:14])[S:3]([C:6]1[S:10][C:9]([N:11]=[C:12]=[O:13])=[N:8][N:7]=1)(=[O:5])=[O:4].[CH3:15][C:16]([CH3:27])([CH:20]1[O:25][CH:24]([CH3:26])[CH2:23][CH2:22][O:21]1)[CH2:17][NH:18][CH3:19]>C(OCC)(=O)C>[CH3:1][N:2]([CH3:14])[S:3]([C:6]1[S:10][C:9]([NH:11][C:12]([N:18]([CH2:17][C:16]([CH3:15])([CH3:27])[CH:20]2[O:25][CH:24]([CH3:26])[CH2:23][CH2:22][O:21]2)[CH3:19])=[O:13])=[N:8][N:7]=1)(=[O:5])=[O:4]. Reported procedure: 5-(N,N-Dimethylaminosulfonyl)-1,3,4-thiadiazol-2-yl isocyanate dimer (6 grams) N-[2,2-dimethyl-2-(4-methyl-1,3-dioxan-2-yl)ethyl]methylamine (6 grams) and ethyl acetate (20 ml) are charged into a glass reaction vessel fitted with a mechanical stirrer. The reaction mixture is heated on a steam bath for a period of about 2 hours. Solvent is then stripped off using a rotary evaporator to yield the desired product N-[5-(N,N-dimethylaminosulfonyl)-1,3,4-thiadiazol-2-yl]-N-[2,2-dimethyl-2-(4-methyl-1,...